Dataset: the Open Reaction Database (ORD), a public repository of structured organic reaction records. Task: describe an organic reaction: reactants, conditions, products, and yield Starting materials: C(C)(C)(C)OC(N[C@H](CC1=C(C=CC=C1)F)C(N(C)OC)=O)=O ([(R)-2-(2-fluoro-phenyl)-1-(methoxy-methyl-carbamoyl)-ethyl]-carbamic acid tert-butyl ester), C(C)(C)(C)NC(C1=C(C=CC(=C1)Cl)C)=O (N-tert-butyl-5-chloro-2-methyl-benzamide). Yields the product C(C)(C)(C)OC(N[C@@H](C(CC1=C(C=C(C=C1)Cl)C(NC(C)(C)C)=O)=O)CC1=C(C=CC=C1)F)=O ([(R)-3-(2-tert-Butylcarbamoyl-4-chloro-phenyl)-1-(2-fluoro-benzyl)-2-oxo-propyl]-carbamic acid tert-butyl ester). Reaction SMILES: [C:1]([O:5][C:6](=[O:23])[NH:7][C@@H:8]([C:17](=[O:22])N(OC)C)[CH2:9][C:10]1[CH:15]=[CH:14][CH:13]=[CH:12][C:11]=1[F:16])([CH3:4])([CH3:3])[CH3:2].[C:24]([NH:28][C:29](=[O:38])[C:30]1[CH:35]=[C:34]([Cl:36])[CH:33]=[CH:32][C:31]=1[CH3:37])([CH3:27])([CH3:26])[CH3:25]>>[C:1]([O:5][C:6](=[O:23])[NH:7][C@H:8]([CH2:9][C:10]1[CH:15]=[CH:14][CH:13]=[CH:12][C:11]=1[F:16])[C:17](=[O:22])[CH2:37][C:31]1[CH:32]=[CH:33][C:34]([Cl:36])=[CH:35][C:30]=1[C:29](=[O:38])[NH:28][C:24]([CH3:26])([CH3:25])[CH3:27])([CH3:2])([CH3:3])[CH3:4]. Reported procedure: Using general procedure 2 with [(R)-2-(2-fluoro-phenyl)-1-(methoxy-methyl-carbamoyl)-ethyl]-carbamic acid tert-butyl ester (1.56 g, 4.8 mmol) and N-tert-butyl-5-chloro-2-methyl-benzamide (3.25 g, 14 mmol), followed by purification by silica gel flash column chromatography gives the title compound.